Dataset: the Open Reaction Database (ORD), a public repository of structured organic reaction records. Task: describe an organic reaction: reactants, conditions, products, and yield Starting materials: COC1=CC=C(C=C1)N1CCN(CC1)CCC1=CC=CC=C1 (1-(4-methoxyphenyl)-4-phenethylpiperazine), FC1=C(C=C(C(=C1)OC)F)N1CCC(CC1)C(=O)NC(CC)CC (1-(2,5-difluoro-4-methoxyphenyl)-N-(1-ethylpropyl)-4-piperidine-carboxamide). Product: FC1=C(C=C(C(=C1)O)F)N1CCC(CC1)C(=O)NC(CC)CC (1-(2,5-difluoro-4-hydroxyphenyl)-N-(1-ethylpropyl)-4-piperidinecarboxamide). The yield is 59.3%. RXN SMILES: COC1C=CC(N2CCN(CCC3C=CC=CC=3)CC2)=CC=1.[F:23][C:24]1[CH:29]=[C:28]([O:30]C)[C:27]([F:32])=[CH:26][C:25]=1[N:33]1[CH2:38][CH2:37][CH:36]([C:39]([NH:41][CH:42]([CH2:45][CH3:46])[CH2:43][CH3:44])=[O:40])[CH2:35][CH2:34]1>>[F:23][C:24]1[CH:29]=[C:28]([OH:30])[C:27]([F:32])=[CH:26][C:25]=1[N:33]1[CH2:38][CH2:37][CH:36]([C:39]([NH:41][CH:42]([CH2:45][CH3:46])[CH2:43][CH3:44])=[O:40])[CH2:35][CH2:34]1. Procedure: Production Example 2 was repeated except that 1-(4-methoxyphenyl)-4-phenethylpiperazine was replaced with 1-(2,5-difluoro-4-methoxyphenyl)-N-(1-ethylpropyl)-4-piperidine-carboxamide (167 mg). The resulting crude product was purified on TLC (developer, chloroform: methanol=12:1) to provide 1-(2,5-difluoro-4-hydroxyphenyl)-N-(1-ethylpropyl)-4-piperidinecarboxamide (95 mg). Starting materials: CC(=O)O, O=C(O)c1ccnc(Cl)n1, Cc1cc(N)cc(-c2cnc(C(C)(O)C(F)(F)F)s2)c1, C1COCCO1. Product: Cc1cc(Nc2nccc(C(=O)O)n2)cc(-c2cnc(C(C)(O)C(F)(F)F)s2)c1. RXN SMILES: [CH3:31][C:32](=[O:33])[OH:34].[Cl:1][c:2]1[n:3][cH:4][cH:5][c:6]([C:8](=[O:9])[OH:10])[n:7]1.[NH2:11][c:12]1[cH:13][c:14](-[c:19]2[cH:20][n:21][c:22]([C:24]([C:25]([F:26])([F:27])[F:28])([CH3:29])[OH:30])[s:23]2)[cH:15][c:16]([CH3:18])[cH:17]1.[O:35]1[CH2:36][CH2:37][O:38][CH2:39][CH2:40]1>>[c:2]1([NH:11][c:12]2[cH:13][c:14](-[c:19]3[cH:20][n:21][c:22]([C:24]([C:25]([F:26])([F:27])[F:28])([CH3:29])[OH:30])[s:23]3)[cH:15][c:16]([CH3:18])[cH:17]2)[n:3][cH:4][cH:5][c:6]([C:8](=[O:9])[OH:10])[n:7]1. Reactants: CCCC[SnH](CCCC)CCCC, C1CCCCC1, CC(C)(C=C(F)S(=O)(=O)c1ccccc1)c1ccc(Cl)cc1, CC(C)(C#N)N=NC(C)(C)C#N. The product is CCCC[Sn](CCCC)(CCCC)C(F)=CC(C)(C)c1ccc(Cl)cc1. Reaction SMILES: [CH2:23]([CH2:24][CH2:25][CH3:26])[SnH:27]([CH2:28][CH2:29][CH2:30][CH3:31])[CH2:32][CH2:33][CH2:34][CH3:35].[CH2:48]1[CH2:49][CH2:50][CH2:51][CH2:52][CH2:53]1.[F:1][C:2](=[CH:3][C:4]([CH3:5])([c:6]1[cH:7][cH:8][c:9]([Cl:12])[cH:10][cH:11]1)[CH3:13])[S:14]([c:15]1[cH:16][cH:17][cH:18][cH:19][cH:20]1)(=[O:21])=[O:22].[N:36]#[C:37][C:38]([N:39]=[N:40][C:41]([C:42]#[N:43])([CH3:44])[CH3:45])([CH3:46])[CH3:47]>>[F:1][C:2](=[CH:3][C:4]([CH3:5])([c:6]1[cH:7][cH:8][c:9]([Cl:12])[cH:10][cH:11]1)[CH3:13])[Sn:27]([CH2:23][CH2:24][CH2:25][CH3:26])([CH2:28][CH2:29][CH2:30][CH3:31])[CH2:32][CH2:33][CH2:34][CH3:35]. Starting materials: C(C)(C)[N-]C(C)C.[Li+] (lithium diisopropylamide), CC=1C=NC=CC1 (3-methylpyridine), C1CCOC1 (THF), COC=1C=C(C#N)C=C(C1OC)OC (3,4,5-trimethoxybenzonitrile), C1CCOC1 (THF), C(C)(C)[N-]C(C)C.[Li+] (lithium diisopropylamide). Run at temperature 2.5 celsius. Product: COC1C=C(C=C(C1(C1=CC=2C(=NC=CC2)N1)OC)OC)O (3,4,5trimethoxy-4-(1H-pyrrolo[2,3-b]pyridin-2-yl)phenol). As a reaction SMILES: C([N-:4][CH:5](C)C)(C)C.[Li+].[CH3:9][C:10]1[CH:11]=[N:12][CH:13]=[CH:14][CH:15]=1.[CH3:16][O:17][C:18]1[CH:19]=[C:20]([CH:23]=[C:24]([O:28][CH3:29])[C:25]=1[O:26][CH3:27])C#N.C1C[O:33]CC1>>[CH3:29][O:28][CH:24]1[C:25]([O:26][CH3:27])([C:5]2[NH:4][C:11]3=[N:12][CH:13]=[CH:14][CH:15]=[C:10]3[CH:9]=2)[C:18]([O:17][CH3:16])=[CH:19][C:20]([OH:33])=[CH:23]1 |f:0.1|. Procedure details: 33 ml of lithium diisopropylamide solution (1 M in THF) are initially introduced at 0° C. under nitrogen, and a solution of 3.6 g of 3-methylpyridine 1 in 50 ml of THF is added dropwise with stirring at 0-5° C. The mixture is stirred for a further 30 minutes at the temperature indicated, and a solution of 5 g of 3,4,5-trimethoxybenzonitrile in 50 ml of THF is subsequently added. The mixture is stirred at 0-5° C. for a further 1.5 h, and finally a further 33 ml of lithium diisopropylamide solutio... Reactants: C1CO1, CCC1(C)CC(OC(=O)NC)C(C)C(C)(CC)N1, CO, Cl. Product: CCC1(C)CC(OC(=O)NC)C(C)C(C)(CC)N1CCO. Reaction SMILES: [CH2:19]1[CH2:20][O:21]1.[CH3:1][NH:2][C:3]([O:4][CH:5]1[CH:6]([CH3:17])[C:7]([CH3:14])([CH2:15][CH3:16])[NH:8][C:9]([CH3:11])([CH2:12][CH3:13])[CH2:10]1)=[O:18].[CH3:23][OH:24].[ClH:22]>>[CH3:1][NH:2][C:3]([O:4][CH:5]1[CH:6]([CH3:17])[C:7]([CH3:14])([CH2:15][CH3:16])[N:8]([CH2:19][CH2:20][OH:21])[C:9]([CH3:11])([CH2:12][CH3:13])[CH2:10]1)=[O:18].